This data is from the Open Reaction Database (ORD), a public repository of structured organic reaction records. The task is: describe an organic reaction: reactants, conditions, products, and yield Starting materials: CON(C(=O)C1=NC=C(C=C1NS(=O)(=O)C1=CC(=C(C=C1)C)C(F)(F)F)Cl)C (5-chloro-3-(4-methyl-3-trifluoromethyl-benzenesulfonylamino)-pyridine-2-carboxylic acid methoxy-methyl-amide), COCCl (chloromethyl methyl ether), C1CCOC1 (THF), [H-].[Na+] (sodium hydride), C1CCOC1 (THF). Conditions: time 8 hour. The product is COCNC(=O)C1=NC=C(C=C1N(S(=O)(=O)C1=CC(=C(C=C1)C)C(F)(F)F)COC)Cl (5-Chloro-3-[methoxymethyl-(4-methyl-3-trifluoromethyl-benzenesulfonyl)-amino]-pyridine-2-carboxylic acid methoxymethyl-amide). As a reaction SMILES: [H-].[Na+].CO[N:5]([CH3:30])[C:6]([C:8]1[C:13]([NH:14][S:15]([C:18]2[CH:23]=[CH:22][C:21]([CH3:24])=[C:20]([C:25]([F:28])([F:27])[F:26])[CH:19]=2)(=[O:17])=[O:16])=[CH:12][C:11]([Cl:29])=[CH:10][N:9]=1)=[O:7].[CH3:31][O:32][CH2:33]Cl.C1C[O:38][CH2:37]C1>>[CH3:37][O:38][CH2:30][NH:5][C:6]([C:8]1[C:13]([N:14]([CH2:31][O:32][CH3:33])[S:15]([C:18]2[CH:23]=[CH:22][C:21]([CH3:24])=[C:20]([C:25]([F:26])([F:28])[F:27])[CH:19]=2)(=[O:17])=[O:16])=[CH:12][C:11]([Cl:29])=[CH:10][N:9]=1)=[O:7] |f:0.1|. Procedure: To a mixture of sodium hydride (164 mg, 4.10 mmol) in 5 mL of THF was added a mixture of 5-chloro-3-(4-methyl-3-trifluoromethyl-benzenesulfonylamino)-pyridine-2-carboxylic acid methoxy-methyl-amide (1.50 g, 3.42 mmol) and chloromethyl methyl ether (0.388 mL, 5.13 mmol) in 5 mL of THF. The mixture was stirred at room temperature overnight. After the removal of the solvents the residue was purified by flash column (20% ethyl acetate in hexane) to afford 1.50 grams of the title compound as a white ... Procedure details: A solution of tert-butyl 1-carbamoylcyclopentylcarbamate (305 mg, 1.33 mmol) in 4N HCl in dioxane (5 mL) and aq. 6N HCl (3 mL) was stirred at room temperature for 3 h. It was then concentrated in vacuo to give 1-aminocyclopentanecarboxamide hydrochloride as a solid (214 mg). RXN SMILES: [C:1]([C:4]1([NH:9]C(=O)OC(C)(C)C)[CH2:8][CH2:7][CH2:6][CH2:5]1)(=[O:3])[NH2:2].[ClH:17]>O1CCOCC1>[ClH:17].[NH2:9][C:4]1([C:1]([NH2:2])=[O:3])[CH2:8][CH2:7][CH2:6][CH2:5]1 |f:3.4|. Starting materials: C(N)(=O)C1(CCCC1)NC(OC(C)(C)C)=O (tert-butyl 1-carbamoylcyclopentylcarbamate), Cl (HCl), Cl (HCl). The solvent is O1CCOCC1 (dioxane). Product: Cl.NC1(CCCC1)C(=O)N (1-aminocyclopentanecarboxamide hydrochloride). Reactants: CN (methylamine), [OH-].[K+] (potassium hydroxide), Cl.ClC1=NC2=C(C3=NC4=CC=CC(=C4C(N31)=O)F)C=CN2S(=O)(=O)C2=CC=C(C=C2)C (5-chloro-8-fluoro-3-[(4-methylphenyl)sulfonyl]pyrrolo[2′,3′:4,5]pyrimido[6,1-b]quinazolin-7(3H)-one hydrogen chloride), CN([C@@H](C(=O)N1CCC2=CC(=C(C=C12)N)OC)C)C (1-[(2R)-2-(dimethylamino)propanoyl]-5-(methyloxy)-2,3-dihydro-1H-indol-6-amine). Run in C1CCOC1 (THF), C1CCOC1 (THF), C(C)(=O)OCC (ethyl acetate). Run at temperature 65 celsius, time 8 hour. Product: CN([C@H](C)C(=O)N1CCC2=CC(=C(C=C12)NC1=NC(=C2C(N1)=NC=C2)NC2=C(C(=O)NC)C(=CC=C2)F)OC)C (2-[(2-{[1-(N,N-dimethyl-D-alanyl)-5-(methyloxy)-2,3-dihydro-1H-indol-6-yl]amino}-1H-pyrrolo[2,3-d]pyrimidin-4-yl)amino]-6-fluoro-N-methylbenzamide). Isolated yield 17.0%. As a reaction SMILES: Cl.Cl[C:3]1[N:16]2[C:7](=[N:8][C:9]3[C:14]([C:15]2=[O:17])=[C:13]([F:18])[CH:12]=[CH:11][CH:10]=3)[C:6]2[CH:19]=[CH:20][N:21](S(C3C=CC(C)=CC=3)(=O)=O)[C:5]=2[N:4]=1.[CH3:32][N:33]([CH3:50])[C@H:34]([CH3:49])[C:35]([N:37]1[C:45]2[C:40](=[CH:41][C:42]([O:47][CH3:48])=[C:43]([NH2:46])[CH:44]=2)[CH2:39][CH2:38]1)=[O:36].[CH3:51][NH2:52].[OH-].[K+]>C1COCC1.C(OCC)(=O)C>[CH3:32][N:33]([CH3:50])[C@@H:34]([C:35]([N:37]1[C:45]2[C:40](=[CH:41][C:42]([O:47][CH3:48])=[C:43]([NH:46][C:3]3[NH:4][C:5]4=[N:21][CH:20]=[CH:19][C:6]4=[C:7]([NH:8][C:9]4[CH:10]=[CH:11][CH:12]=[C:13]([F:18])[C:14]=4[C:15]([NH:52][CH3:51])=[O:17])[N:16]=3)[CH:44]=2)[CH2:39][CH2:38]1)=[O:36])[CH3:49] |f:0.1,4.5|. Procedure details: A suspension of 5-chloro-8-fluoro-3-[(4-methylphenyl)sulfonyl]pyrrolo[2′,3′:4,5]pyrimido[6,1-b]quinazolin-7(3H)-one hydrogen chloride (500 mg, 1.043 mmol) and 1-[(2R)-2-(dimethylamino)propanoyl]-5-(methyloxy)-2,3-dihydro-1H-indol-6-amine (302 mg, 1.147 mmol) in THF (50 ml) was heated at 65° C. for 4 hrs. The reaction was diluted with ethyl acetate (200 ml) and washed with saturated NaHCO3 (300 ml). Organic layer was removed, concentrated by rotary evaporation, solids triturated from ethyl acetat... Reactants: [Cl-].[NH4+] (ammonium chloride), C(C)P(=O)(CC)C(C(=O)OCC)C(C)C (ethyl 2-(diethylphosphoryl)-2-isopropylacetate), C(=O)C=1C=CC(=C(C(=O)OC(C)(C)C)C1)OC (tert-butyl 5-formyl-2-methoxybenzoate), [H-].[Na+] (sodium hydride). Solvent: O1CCCC1 (tetrahydrofuran). Reaction conditions: time 30 minute. Yields the product C(C)OC(C(=CC=1C=CC(=C(C(=O)OC(C)(C)C)C1)OC)OC(C)C)=O (tert-butyl 5-(3-ethoxy-2-isopropoxy-3-oxo-1-propenyl)-2-methoxybenzoate). Isolated yield 162.1%. Reaction SMILES: C(P([CH:7](C(C)C)[C:8]([O:10][CH2:11][CH3:12])=[O:9])(CC)=O)C.[H-].[Na+].[CH:18]([C:20]1[CH:21]=[CH:22][C:23]([O:33][CH3:34])=[C:24]([CH:32]=1)[C:25]([O:27][C:28]([CH3:31])([CH3:30])[CH3:29])=[O:26])=O.[Cl-].[NH4+]>O1CCCC1>[CH2:11]([O:10][C:8](=[O:9])[C:7]([O:27][CH:28]([CH3:30])[CH3:29])=[CH:18][C:20]1[CH:21]=[CH:22][C:23]([O:33][CH3:34])=[C:24]([CH:32]=1)[C:25]([O:27][C:28]([CH3:31])([CH3:30])[CH3:29])=[O:26])[CH3:12] |f:1.2,4.5|. Procedure: 1.6 g of ethyl 2-(diethylphosphoryl)-2-isopropylacetate was dissolved in 30 ml tetrahydrofuran, and 0.24 g of 60% sodium hydride was added thereto under ice-cooling. After stirring the reaction solution for 30 minutes under ice-cooling, 1.2 g of tert-butyl 5-formyl-2-methoxybenzoate was added, followed by stirring at room temperature for 3 hours. Aqueous ammonium chloride solution was added to the reaction mixture, followed by extracting with ethyl acetate. The organic layer was washed with brin... The reactants are FC=1C=C(C[C@@H]2NC(O[C@@H]2[C@@H]2N(CC3=C(C=CC=C3C2)O[Si](C(C)C)(C(C)C)C(C)C)C(C2=CC=CC=C2)C2=CC=CC=C2)=O)C=C(C1)F ((4S,5S)-4-(3,5-difluorobenzyl)-5-((R)-2-benzhydryl-8-(triisopropylsilyloxy)-1,2,3,4-tetrahydroisoquinolin-3-yl)oxazolidin-2-one), [F-].C(CCC)[N+](CCCC)(CCCC)CCCC (tetrabutylammonium fluoride). Run in C1CCOC1 (THF). Conditions: time 1 hour. The product is FC=1C=C(C[C@@H]2NC(O[C@@H]2[C@@H]2N(CC3=C(C=CC=C3C2)O)C(C2=CC=CC=C2)C2=CC=CC=C2)=O)C=C(C1)F ((4S,5S)-4-(3,5-difluorobenzyl)-5-((R)-2-benzhydryl-8-hydroxy-1,2,3,4-tetrahydroisoquinolin-3-yl)oxazolidin-2-one). Isolated yield 60.1%. As a reaction SMILES: [F:1][C:2]1[CH:3]=[C:4]([CH:46]=[C:47]([F:49])[CH:48]=1)[CH2:5][C@H:6]1[C@@H:10]([C@H:11]2[CH2:20][C:19]3[C:14](=[C:15]([O:21][Si](C(C)C)(C(C)C)C(C)C)[CH:16]=[CH:17][CH:18]=3)[CH2:13][N:12]2[CH:32]([C:39]2[CH:44]=[CH:43][CH:42]=[CH:41][CH:40]=2)[C:33]2[CH:38]=[CH:37][CH:36]=[CH:35][CH:34]=2)[O:9][C:8](=[O:45])[NH:7]1.[F-].C([N+](CCCC)(CCCC)CCCC)CCC>C1COCC1>[F:49][C:47]1[CH:46]=[C:4]([CH:3]=[C:2]([F:1])[CH:48]=1)[CH2:5][C@H:6]1[C@@H:10]([C@H:11]2[CH2:20][C:19]3[C:14](=[C:15]([OH:21])[CH:16]=[CH:17][CH:18]=3)[CH2:13][N:12]2[CH:32]([C:39]2[CH:40]=[CH:41][CH:42]=[CH:43][CH:44]=2)[C:33]2[CH:38]=[CH:37][CH:36]=[CH:35][CH:34]=2)[O:9][C:8](=[O:45])[NH:7]1 |f:1.2|. Procedure details: To a solution of (4S,5S)-4-(3,5-difluorobenzyl)-5-((R)-2-benzhydryl-8-(triisopropylsilyloxy)-1,2,3,4-tetrahydroisoquinolin-3-yl)oxazolidin-2-one (Step F (13), 200 mg, 0.3 mmol) in THF (5 mL) was added tetrabutylammonium fluoride (118 mg, 0.45 mmol). The mixture was stirred at rt for 1 h. Solvent was removed and the crude mixture was purified by silica gel Flash Chromatography to give 95 mg of the title compound (60% yield): 1H NMR (CD3OD, 500 MHz) δ 2.51-2.56 (1H, m), 2.68 (1H, d, J=20 Hz), 3.22... The reactants are CC1=CNC2=NC=C(C=C21)C=2C=C(N)C=CC2 (3-(3-methyl-1H-pyrrolo[2,3-b]pyridin-5-yl)aniline), C(\C=C\CC)(=O)O (trans-2-pentenoic acid), CCN=C=NCCCN(C)C.Cl (EDC.HCl), C=1C=CC2=C(C1)N=NN2O (HOBt), CCN(C(C)C)C(C)C (DIPEA). Solvent: CN(C)C=O (DMF). Reaction conditions: time 12 hour. The product is CC1=CNC2=NC=C(C=C21)C=2C=C(C=CC2)NC(\C=C\CC)=O ((E)-N-(3-(3-methyl-1H-pyrrolo[2,3-b]pyridin-5-yl)phenyl)pent-2-enamide). Yield: 11.7%. Reaction SMILES: [CH3:1][C:2]1[C:10]2[C:5](=[N:6][CH:7]=[C:8]([C:11]3[CH:12]=[C:13]([CH:15]=[CH:16][CH:17]=3)[NH2:14])[CH:9]=2)[NH:4][CH:3]=1.[C:18](O)(=[O:23])/[CH:19]=[CH:20]/[CH2:21][CH3:22].CCN=C=NCCCN(C)C.Cl.C1C=CC2N(O)N=NC=2C=1.CCN(C(C)C)C(C)C>CN(C=O)C>[CH3:1][C:2]1[C:10]2[C:5](=[N:6][CH:7]=[C:8]([C:11]3[CH:12]=[C:13]([NH:14][C:18](=[O:23])/[CH:19]=[CH:20]/[CH2:21][CH3:22])[CH:15]=[CH:16][CH:17]=3)[CH:9]=2)[NH:4][CH:3]=1 |f:2.3|. Procedure details: A solution of 24 (50 mg, 0.2242 mmol) and trans-2-pentenoic acid 25 (24.6 mg, 0.246 eq) in DMF was added EDC.HCl (33 mg, 0.2706 mmol) and HOBt (36.5 mg, 0.2706 mmol). DIPEA (57.9 mg, 0.448 eq) was added to the reaction, stirred 12 h at RT and check the TLC for completion of the reaction and quench the reaction mixture with dilute water. The organic layer was treated with ethyl acetate (25 mL) and was washed with brine solution (25 mL) and dried over sodium sulphate, filtered and concentrated to ... Starting materials: [H-].C(C(C)C)[Al+]CC(C)C (diisobutyl aluminum hydride), N1=C(C=CC2=CC=CC=C12)COC=1C=C(CC=2C=C(C(=O)OC)C=CC2)C=CC1 (methyl 3-(3-(2-quinolinylmethyloxy)benzyl)benzoate). The solvent is CCCCCC (hexane), C1CCOC1 (THF). Run at temperature 0 celsius. Product: N1=C(C=CC2=CC=CC=C12)COC=1C=C(CC=2C=C(C=O)C=CC2)C=CC1 (3-(3-(2-quinolinylmethyloxy)benzyl)benzaldehyde). As a reaction SMILES: [H-].C([Al+]CC(C)C)C(C)C.[N:11]1[C:20]2[C:15](=[CH:16][CH:17]=[CH:18][CH:19]=2)[CH:14]=[CH:13][C:12]=1[CH2:21][O:22][C:23]1[CH:24]=[C:25]([CH:37]=[CH:38][CH:39]=1)[CH2:26][C:27]1[CH:28]=[C:29]([CH:34]=[CH:35][CH:36]=1)[C:30](OC)=[O:31]>CCCCCC.C1COCC1>[N:11]1[C:20]2[C:15](=[CH:16][CH:17]=[CH:18][CH:19]=2)[CH:14]=[CH:13][C:12]=1[CH2:21][O:22][C:23]1[CH:24]=[C:25]([CH:37]=[CH:38][CH:39]=1)[CH2:26][C:27]1[CH:28]=[C:29]([CH:34]=[CH:35][CH:36]=1)[CH:30]=[O:31] |f:0.1|. Reported procedure: A solution of diisobutyl aluminum hydride (0.01 mol) in hexane is added dropwise to a solution of methyl 3-(3-(2-quinolinylmethyloxy)benzyl)benzoate (0.01 mol) in 100 ml of THF at0° C. The reaction mixture is stirred at 0° C. for 30 minutesand then quenched with methanol and Rochelle salt. Extraction with ethyl acetate and purified by column chromatography gives 3-(3-(2-quinolinylmethyloxy)benzyl)benzaldehyde. Starting materials: Cl (hydrochloric acid), C(C1=CC=CC=C1)OC(CCNC1C=CC2(C1)OCCO2)CCCCC (N-(3-Benzyloxyoctyl)-4,4-ethylenedioxycyclopent-2-enamine), [O-]C#N.[K+] (potassium cyanate). The solvent is O (water), C(C)O (ethanol), O (water). Conditions: time 18 hour. Product: C(C1=CC=CC=C1)OC(CCN(C(=O)N)C1C=CC2(C1)OCCO2)CCCCC (N-(3-benzyloxyoctyl)-N-(4,4-ethylenedioxycyclopent-2-enyl)urea). RXN SMILES: [CH2:1]([O:8][CH:9]([CH2:22][CH2:23][CH2:24][CH2:25][CH3:26])[CH2:10][CH2:11][NH:12][CH:13]1[CH2:17][C:16]2([O:21][CH2:20][CH2:19][O:18]2)[CH:15]=[CH:14]1)[C:2]1[CH:7]=[CH:6][CH:5]=[CH:4][CH:3]=1.[O-:27][C:28]#[N:29].[K+].Cl>C(O)C.O>[CH2:1]([O:8][CH:9]([CH2:22][CH2:23][CH2:24][CH2:25][CH3:26])[CH2:10][CH2:11][N:12]([CH:13]1[CH2:17][C:16]2([O:18][CH2:19][CH2:20][O:21]2)[CH:15]=[CH:14]1)[C:28]([NH2:29])=[O:27])[C:2]1[CH:3]=[CH:4][CH:5]=[CH:6][CH:7]=1 |f:1.2|. Reported procedure: N-(3-Benzyloxyoctyl)-4,4-ethylenedioxycyclopent-2-enamine (972 mg) in ethanol (60 ml) was treated with potassium cyanate (360 mg) in water (4.0 ml) then 1.0N aqueous hydrochloric acid (3.0 ml) at room temperature. After 18 hours, the mixture was diluted with water and extracted with chloroform. The extract was dried then decolourised and the solvent was removed in vacuo to give crude N-(3-benzyloxyoctyl)-N-(4,4-ethylenedioxycyclopent-2-enyl)urea as a yellow glass. This material was dissolved in ...